Dataset: the Open Reaction Database (ORD), a public repository of structured organic reaction records. Task: describe an organic reaction: reactants, conditions, products, and yield Starting materials: C(C)(C)(C=1OC[C@@H](N1)C1=CC=CC=C1)C=1OC[C@@H](N1)C1=CC=CC=C1 (2,2′-isopropylidenebis[(4S)-4-phenyl-2-oxazoline]), COC1=CC=C(C=C1)C(OC[C@@H]1[C@H]([C@H]([C@@H](O1)N1C(=O)NC(=O)C=C1)O)O)(C1=CC=CC=C1)C1=CC=C(C=C1)OC (5′-O-[bis(4-methoxyphenyl)phenylmethyl]uridine), C1(=CC=CC=C1)N=C=O (phenyl isocyanate), COC1=CC=C(C=C1)C(OC[C@@H]1[C@H]([C@H]([C@@H](O1)N1C(=O)NC(=O)C=C1)OC(NC1=CC=CC=C1)=O)O)(C1=CC=CC=C1)C1=CC=C(C=C1)OC (5′-O-[bis(4-methoxyphenyl)phenylmethyl]-2′-O-phenylcarbamoyl-uridine). Reagents/catalysts: C(F)(F)(F)S(=O)(=O)[O-].C(F)(F)(F)S(=O)(=O)[O-].[Cu+2] (Cu(OTf)2). Solvent: C1CCOC1 (THF), C1CCOC1 (THF), C1CCOC1 (THF). Conditions: time 30 minute. Yields the product COC1=CC=C(C=C1)C(OC[C@@H]1[C@H]([C@H]([C@@H](O1)N1C(=O)NC(=O)C=C1)O)OC(NC1=CC=CC=C1)=O)(C1=CC=CC=C1)C1=CC=C(C=C1)OC (5′-O-[bis(4-methoxyphenyl)phenylmethyl]-3′-O-phenylcarbamoyl-uridine). As a reaction SMILES: C(C1OC[C@H](C2C=CC=CC=2)N=1)(C1OC[C@H](C2C=CC=CC=2)N=1)(C)C.[CH3:26][O:27][C:28]1[CH:33]=[CH:32][C:31]([C:34]([C:58]2[CH:63]=[CH:62][C:61]([O:64][CH3:65])=[CH:60][CH:59]=2)([C:52]2[CH:57]=[CH:56][CH:55]=[CH:54][CH:53]=2)[O:35][CH2:36][C@H:37]2[O:41][C@@H:40]([N:42]3[CH:49]=[CH:48][C:46](=[O:47])[NH:45][C:43]3=[O:44])[C@H:39]([OH:50])[C@@H:38]2[OH:51])=[CH:30][CH:29]=1.[C:66]1([N:72]=[C:73]=[O:74])[CH:71]=[CH:70][CH:69]=[CH:68][CH:67]=1.COC1C=CC(C(C2C=CC(OC)=CC=2)(C2C=CC=CC=2)OC[C@H]2O[C@@H](N3C=CC(=O)NC3=O)[C@H](OC(=O)NC3C=CC=CC=3)[C@@H]2O)=CC=1>C(S([O-])(=O)=O)(F)(F)F.C(S([O-])(=O)=O)(F)(F)F.[Cu+2].C1COCC1>[CH3:26][O:27][C:28]1[CH:29]=[CH:30][C:31]([C:34]([C:58]2[CH:59]=[CH:60][C:61]([O:64][CH3:65])=[CH:62][CH:63]=2)([C:52]2[CH:57]=[CH:56][CH:55]=[CH:54][CH:53]=2)[O:35][CH2:36][C@H:37]2[O:41][C@@H:40]([N:42]3[CH:49]=[CH:48][C:46](=[O:47])[NH:45][C:43]3=[O:44])[C@H:39]([OH:50])[C@@H:38]2[O:51][C:73](=[O:74])[NH:72][C:66]2[CH:71]=[CH:70][CH:69]=[CH:68][CH:67]=2)=[CH:32][CH:33]=1 |f:4.5.6|. Procedure: The THF solution (1 ml) containing 2,2′-isopropylidenebis[(4S)-4-phenyl-2-oxazoline] (0.02 mmol, 7.2 mg) and Cu(OTf)2 (II) (0.02 mmol, 6.7 mg) was stirred for 30 minutes at room temperature. After the reaction mixture was cooled to 0° C., THF solution (1 ml) of 5′-O-[bis(4-methoxyphenyl)phenylmethyl]uridine (0.2 mmol, 109.3 mg) and THF solution (1 ml) of phenyl isocyanate (0.2 mmol, 23.8 mg) were added thereto. After the mixture was continuously stirred for 1 hour at 0° C. and for 4 hours at roo... Reactants: C(CCCCCCCCCCCCCCCCC)S (octadecanethiol), BrCCCCCCCCCCC(=O)N (11-bromoundecanamide), [I-].[K+] (potassium iodide), C([O-])([O-])=O.[K+].[K+] (potassium carbonate), ice water. Run in CN(C(C)=O)C (N,N-dimethylacetamide). Conditions: temperature 100 celsius. The product is C(CCCCCCCCCCCCCCCCC)SCCCCCCCCCCC(=O)N (11-(octadecylthio)undecanamide). As a reaction SMILES: [CH2:1]([SH:19])[CH2:2][CH2:3][CH2:4][CH2:5][CH2:6][CH2:7][CH2:8][CH2:9][CH2:10][CH2:11][CH2:12][CH2:13][CH2:14][CH2:15][CH2:16][CH2:17][CH3:18].Br[CH2:21][CH2:22][CH2:23][CH2:24][CH2:25][CH2:26][CH2:27][CH2:28][CH2:29][CH2:30][C:31]([NH2:33])=[O:32].[I-].[K+].C(=O)([O-])[O-].[K+].[K+]>CN(C)C(=O)C>[CH2:1]([S:19][CH2:21][CH2:22][CH2:23][CH2:24][CH2:25][CH2:26][CH2:27][CH2:28][CH2:29][CH2:30][C:31]([NH2:33])=[O:32])[CH2:2][CH2:3][CH2:4][CH2:5][CH2:6][CH2:7][CH2:8][CH2:9][CH2:10][CH2:11][CH2:12][CH2:13][CH2:14][CH2:15][CH2:16][CH2:17][CH3:18] |f:2.3,4.5.6|. Procedure: 13.2 Grams of octadecanethiol, 14.3 g of 11-bromoundecanamide, 1.7 g of potassium iodide, 20.7 g of potassium carbonate and 100 ml of N,N-dimethylacetamide were charged in a flask equipped with a stirrer, a condenser and a calcium chloride drying tube and stirred with heating at 100° C. for 5 hours. The reaction mixture was cooled to room temperature and, then, introduced into ice water, and the precipitated crystal was filtered off under reduced pressure and washed with distilled water. The cry... The reactants are C(C)(C)(C)OC(NC1=C(C=CC=C1)NC(=O)C1=CC2=C(S1)C=CC(=C2)OCCOCCOC)=O ([2-({5-[2-(2-Methoxy-ethoxy)-ethoxy]-benzo[b]thiophene-2-carbonyl}-amino)-phenyl]-carbamic acid tert-butyl ester), C([O-])(O)=O.[Na+] (sodium bicarbonate). Solvent: FC(C(=O)O)(F)F (trifluoroacetic acid). The product is NC1=C(C=CC=C1)NC(=O)C1=CC2=C(S1)C=CC(=C2)OCCOCCOC (5-[2-(2-Methoxy-ethoxy)-ethoxy]-benzo[b]thiophene-2-carboxylic acid (2-amino-phenyl)-amide). The yield is 62.8%. As a reaction SMILES: C(OC(=O)[NH:7][C:8]1[CH:13]=[CH:12][CH:11]=[CH:10][C:9]=1[NH:14][C:15]([C:17]1[S:21][C:20]2[CH:22]=[CH:23][C:24]([O:26][CH2:27][CH2:28][O:29][CH2:30][CH2:31][O:32][CH3:33])=[CH:25][C:19]=2[CH:18]=1)=[O:16])(C)(C)C.C(=O)(O)[O-].[Na+]>FC(F)(F)C(O)=O>[NH2:7][C:8]1[CH:13]=[CH:12][CH:11]=[CH:10][C:9]=1[NH:14][C:15]([C:17]1[S:21][C:20]2[CH:22]=[CH:23][C:24]([O:26][CH2:27][CH2:28][O:29][CH2:30][CH2:31][O:32][CH3:33])=[CH:25][C:19]=2[CH:18]=1)=[O:16] |f:1.2|. Procedure details: A solution of 80 mg (0.164 mmol) of [2-({5-[2-(2-Methoxy-ethoxy)-ethoxy]-benzo[b]thiophene-2-carbonyl}-amino)-phenyl]-carbamic acid tert-butyl ester (28) in 1.0 ml trifluoroacetic acid was stirred for 45 min at room temperature and then added to an aqueous solution of sodium bicarbonate. After extraction with ethyl acetate and removal of the solvent the residue was recrystallized from ethyl acetate/heptane to yield 40 mg (0.103 mmol) of the desired product (27) as white crystals, mp. 167–168° C. Starting materials: C1CCN(C1[B-](F)(F)F)C(OC(C)(C)C)=O.[K+], c1(c(cnc(n1)Cl)Cl)Cl. The reagents and catalysts are c1ccc(cc1)-c2c3ccccc3cc4ccccc24 (9-Phenylanthracene), CC(=O)[O-].[K+] (KOAc), O (water), [Pd](Cl)Cl.P(C(C)(C)C)(C(C)(C)C)c1ccc(N(C)C)cc1.P(C(C)(C)C)(C(C)(C)C)c1ccc(N(C)C)cc1 (Pd-132). Solvent: CC1=CC=CC=C1 (Toluene). Conditions: temperature 100 celsius, time 18 hour. Product: CC(C)(C)OC(=O)N1CCCC1c2nc(Cl)ncc2Cl. As a reaction SMILES: [Cl:1][c:2]1[n:8][c:7](Cl)[c:5]([Cl:6])[cH:4][n:3]1.[K+].[CH3:9][C:10]([O:13][C:14]([N:16]1[CH:20]([B-](F)(F)F)[CH2:19][CH2:18][CH2:17]1)=[O:15])([CH3:12])[CH3:11]>>[CH3:9][C:10]([O:13][C:14]([N:16]1[CH:20]([c:7]2[c:5]([Cl:6])[cH:4][n:3][c:2]([Cl:1])[n:8]2)[CH2:19][CH2:18][CH2:17]1)=[O:15])([CH3:12])[CH3:11]. The solvent is CC(C)(C)OC (MTBE). As a reaction SMILES: [Br:1][C:2]1[CH:3]=[C:4]([O:10][CH2:11][C:12]#C)[C:5]([F:9])=[C:6]([F:8])[CH:7]=1.[F-].[Cs+].[CH2:16](N(CC)C1C=CC=CC=1)C>CC(OC)(C)C>[Br:1][C:2]1[C:3]2[CH:16]=[C:11]([CH3:12])[O:10][C:4]=2[C:5]([F:9])=[C:6]([F:8])[CH:7]=1 |f:1.2|. Procedure details: 51.9 g (0.21 mol) of 5-bromo-1,2-difluoro-3-prop-2-ynyloxybenzene are heated at 205° C. for 4 h together with 20.7 g (0.14 mol) of caesium fluoride in 300 ml of N,N-diethylaniline. The batch is diluted with MTBE and washed a number of times with 1 N HCl. The solution is dried using sodium sulfate and concentrated to dryness. The residue is purified by column chromatography (SiO2, n-heptane:1-chlorobutane=3:1), giving 4-bromo-6,7-difluoro-2-methylbenzofuran as a yellow solid. Reactants: BrC=1C=C(C(=C(C1)F)F)OCC#C (5-bromo-1,2-difluoro-3-prop-2-ynyloxybenzene), [F-].[Cs+] (caesium fluoride), C(C)N(C1=CC=CC=C1)CC (N,N-diethylaniline). The product is BrC1=CC(=C(C2=C1C=C(O2)C)F)F (4-bromo-6,7-difluoro-2-methylbenzofuran).